From a dataset of the Open Reaction Database (ORD), a public repository of structured organic reaction records. describe an organic reaction: reactants, conditions, products, and yield The reactants are C(C1=CC=CC=C1)OC1=CC=C(C=C1)N1C(=CC2=CC=CC=C12)CCO[Si](C)(C)C(C)(C)C (1-(4-Benzyloxyphenyl)-2-[2-(tert-butyldimethylsilanyloxy)ethyl]-1H-indole), [F-].C(CCC)[N+](CCCC)(CCCC)CCCC (tetrabutylammonium fluoride). The solvent is O1CCCC1 (tetrahydrofuran). Reaction conditions: time 2 hour. Product: C(C1=CC=CC=C1)OC1=CC=C(C=C1)N1C(=CC2=CC=CC=C12)CCO (2-[1-(4-Benzyloxyphenyl)-1H-indol-2-yl]ethanol). RXN SMILES: [CH2:1]([O:8][C:9]1[CH:14]=[CH:13][C:12]([N:15]2[C:23]3[C:18](=[CH:19][CH:20]=[CH:21][CH:22]=3)[CH:17]=[C:16]2[CH2:24][CH2:25][O:26][Si](C(C)(C)C)(C)C)=[CH:11][CH:10]=1)[C:2]1[CH:7]=[CH:6][CH:5]=[CH:4][CH:3]=1.[F-].C([N+](CCCC)(CCCC)CCCC)CCC>O1CCCC1>[CH2:1]([O:8][C:9]1[CH:10]=[CH:11][C:12]([N:15]2[C:23]3[C:18](=[CH:19][CH:20]=[CH:21][CH:22]=3)[CH:17]=[C:16]2[CH2:24][CH2:25][OH:26])=[CH:13][CH:14]=1)[C:2]1[CH:3]=[CH:4][CH:5]=[CH:6][CH:7]=1 |f:1.2|. Procedure details: 1-(4-Benzyloxyphenyl)-2-[2-(tert-butyldimethylsilanyloxy)ethyl]-1H-indole (0.62 mmol, 1.35 mmol) was dissolved in tetrahydrofuran (6 mL) under N2, and tetrabutylammonium fluoride (1.49 mL, 1 M in tetrahydrofuran, 1.49 mmol) was added. The reaction was stirred for 2 hours, then quenched with saturated ammonium acetate. The mixture was extrated with ethyl acetate, dried over MgSO4, and concentrated. The residue was passed through a plug of silica with ethyl acetate. The filtrate was concentrated t... Starting materials: Cl.C(C)ON (O-ethylhydroxylamine hydrochloride), aqueous solution, Cl(=O)(=O)(=O)O (perchloric acid), COC=C1CN2CCC1CC2 (3-methoxy methylidene quinuclidine). Run in CO (methanol), O (water), C(Cl)(Cl)Cl (chloroform). Run at time 1 hour. The product is C(C)ON=CC1CN2CCC1CC2 (1-azabicyclo-[2,2,2]-octan-3-carboxaldehyde O-ethyloxime). Reaction SMILES: Cl(O)(=O)(=O)=O.CO[CH:8]=[C:9]1[CH:14]2[CH2:15][CH2:16][N:11]([CH2:12][CH2:13]2)[CH2:10]1.Cl.[CH2:18]([O:20][NH2:21])[CH3:19]>C(Cl)(Cl)Cl.CO.O>[CH2:18]([O:20][N:21]=[CH:8][CH:9]1[CH:14]2[CH2:13][CH2:12][N:11]([CH2:16][CH2:15]2)[CH2:10]1)[CH3:19] |f:2.3|. Reported procedure: 4.8 cm3 of a 70% aqueous solution of perchloric acid is added at ambient temperature to 2 g of 3-methoxy methylidene quinuclidine in solution in 20 cm3 of chloroform. After agitating for one hour, 1.4 g of O-ethylhydroxylamine hydrochloride in 2.5 cm3 of methanol and 2.5 cm3 of water are added, and the reaction medium is maintained in this way for one night. After concentrating, alkalizing with sodium hydroxide, extracting with ethyl acetate, and distilling at 135° C. under 0.05 mbar, 2.05 g of ... The reactants are FC1=CC=C2C=CNC2=C1CSC (6-Fluoro-7-[(methylsulfanyl)methyl]-1H-indole), FC(C1=CC=C(C=O)C=C1)(F)F (4-(trifluoromethyl)benzaldehyde), ClC1=CC=C(C=C1)C(C1C(OC(OC1=O)(C)C)=O)C1=CNC2=C(C(=CC=C12)F)CSC (5-[(4-Chlorophenyl){6-fluoro-7-[(methylsulfanyl)methyl]-1H-indol-3-yl}methyl]-2,2-dimethyl-1,3-dioxane-4,6-dione). The product is CC1(OC(C(C(O1)=O)C(C1=CC=C(C=C1)C(F)(F)F)C1=CNC2=C(C(=CC=C12)F)CSC)=O)C (2,2-Dimethyl-5-({6-fluoro-7-[(methylsulfanyl)methyl]-1H-indol-3-yl}[4-(trifluoromethyl)phenyl]methyl)-1,3-dioxane-4,6-dione). Reaction SMILES: FC1C(CSC)=C2C(C=CN2)=CC=1.[F:14][C:15]([F:25])([F:24])C1C=CC(C=O)=CC=1.Cl[C:27]1[CH:32]=[CH:31][C:30]([CH:33]([C:44]2[C:52]3[C:47](=[C:48]([CH2:54][S:55][CH3:56])[C:49]([F:53])=[CH:50][CH:51]=3)[NH:46][CH:45]=2)[CH:34]2[C:39](=[O:40])[O:38][C:37]([CH3:42])([CH3:41])[O:36][C:35]2=[O:43])=[CH:29][CH:28]=1>>[CH3:41][C:37]1([CH3:42])[O:38][C:39](=[O:40])[CH:34]([CH:33]([C:44]2[C:52]3[C:47](=[C:48]([CH2:54][S:55][CH3:56])[C:49]([F:53])=[CH:50][CH:51]=3)[NH:46][CH:45]=2)[C:30]2[CH:31]=[CH:32][C:27]([C:15]([F:25])([F:24])[F:14])=[CH:28][CH:29]=2)[C:35](=[O:43])[O:36]1. Procedure details: The title compound is prepared starting from 2.00 g (10.24 mmol) of the compound from Example 9A and 1.78 g (10.24 mmol) of 4-(trifluoromethyl)benzaldehyde in analogy to the synthesis of the compound from Example 21A. 3.83 g (75% of theory) of the title compound were obtained. The product is FC1=C(C=CC=C1)N1CCN(CC1)CCCC1=CC(=NN1C1=CC=C(C=C1)[N+](=O)[O-])CCC (1-(2-fluorophenyl)-4-(3-(1-(4-nitrophenyl)-3-propyl-1H-pyrazol-5-yl)propyl)piperazine). Procedure details: 70 mg (82.5%) of target compound was obtained by using a method same as in Example 1 by using 3-(1-(4-nitrophenyl)-3-propyl-1H-pyrazol-5-yl)propanal 54 mg, 0.188 mmol), 1-(2-fluorophenyl)piperazine (39 mL, 0.244 mmol), and NaBH(OAc)3 (198 mg, 0.936 mmol). Reactants: [N+](=O)([O-])C1=CC=C(C=C1)N1N=C(C=C1CCC=O)CCC (3-(1-(4-nitrophenyl)-3-propyl-1H-pyrazol-5-yl)propanal), FC1=C(C=CC=C1)N1CCNCC1 (1-(2-fluorophenyl)piperazine), [BH-](OC(=O)C)(OC(=O)C)OC(=O)C.[Na+] (NaBH(OAc)3). RXN SMILES: [N+:1]([C:4]1[CH:9]=[CH:8][C:7]([N:10]2[C:14]([CH2:15][CH2:16][CH:17]=O)=[CH:13][C:12]([CH2:19][CH2:20][CH3:21])=[N:11]2)=[CH:6][CH:5]=1)([O-:3])=[O:2].[F:22][C:23]1[CH:28]=[CH:27][CH:26]=[CH:25][C:24]=1[N:29]1[CH2:34][CH2:33][NH:32][CH2:31][CH2:30]1.[BH-](OC(C)=O)(OC(C)=O)OC(C)=O.[Na+]>>[F:22][C:23]1[CH:28]=[CH:27][CH:26]=[CH:25][C:24]=1[N:29]1[CH2:34][CH2:33][N:32]([CH2:17][CH2:16][CH2:15][C:14]2[N:10]([C:7]3[CH:8]=[CH:9][C:4]([N+:1]([O-:3])=[O:2])=[CH:5][CH:6]=3)[N:11]=[C:12]([CH2:19][CH2:20][CH3:21])[CH:13]=2)[CH2:31][CH2:30]1 |f:2.3|. The reagents and catalysts are CN(C)C=1C=CN=CC1 (DMAP). Run in O1CCOCC1 (1,4-dioxane), ClCCl (dichloromethane), ClCCl (dichloromethane), O (water). Reported procedure: 2-Chloro-4-(difluoromethyl)pyrimidine (69 wt % in DCM, 24.2 g, 101 mmol) was diluted with 1,4-dioxane (200 mL) to which was added 3-bromoaniline (14.9 mL, 137 mmol) followed by methanesulfonic acid (8.89 mL, 137 mmol). The resulting mixture was heated to an internal temperature of 95° C. where it was stirred for 10 h at which point the reaction mixture was cooled to room temperature and diluted with dichloromethane and water. NaOH (1N) was added until the pH of the aq layer was ˜7, the layers we... Run at temperature 95 celsius, time 10 hour. Starting materials: ClC1=NC=CC(=N1)C(F)F (2-Chloro-4-(difluoromethyl)pyrimidine), [OH-].[Na+] (NaOH), crude residue, BrC=1C=C(N)C=CC1 (3-bromoaniline), BrC=1C=C(N)C=CC1 (3-bromoaniline), CS(=O)(=O)O (methanesulfonic acid), C(C)(=O)OC(C)=O (acetic anhydride). Reaction SMILES: Cl[C:2]1[N:7]=[C:6]([CH:8]([F:10])[F:9])[CH:5]=[CH:4][N:3]=1.[Br:11][C:12]1[CH:13]=[C:14]([CH:16]=[CH:17][CH:18]=1)[NH2:15].CS(O)(=O)=O.[OH-].[Na+].C(OC(=O)C)(=O)C>O1CCOCC1.ClCCl.O.CN(C1C=CN=CC=1)C>[Br:11][C:12]1[CH:13]=[C:14]([NH:15][C:2]2[N:7]=[C:6]([CH:8]([F:10])[F:9])[CH:5]=[CH:4][N:3]=2)[CH:16]=[CH:17][CH:18]=1 |f:3.4|. Product: BrC=1C=C(C=CC1)NC1=NC=CC(=N1)C(F)F (N-(3-Bromophenyl)-4-(difluoromethyl)pyrimidin-2-amine). Starting materials: ClCCCCCCOC=1C(=CC=C2C(=CC(NC12)=O)NC1=C(C=NC=C1Cl)Cl)OC (8-(6-chlorohexyloxy)-4-(3,5-dichloropyridin-4-ylamino)-7-methoxyquinolin-2(1H)-one), ClCCCCCCOC=1C(=CC=C2C(=CC(NC12)=O)NC1=C(C=NC=C1Cl)Cl)OC (8-(6-chlorohexyloxy)-4-(3,5-dichloropyridin-4-ylamino)-7-methoxyquinolin-2(1H)-one), CNCCCO (3-(methylamino)propan-1-ol). Procedure details: The title compound was prepared from 8-(6-chlorohexyloxy)-4-(3,5-dichloropyridin-4-ylamino)-7-methoxyquinolin-2(1H)-one (Intermediate 4) and 3-(methylamino)propan-1-ol following the procedure outlined in Example 18, Step 2 (modifications: 40° C., 24 h). 1H NMR (400 MHz, DMSO-d6): δ 9.95 (s, 1H), 8.83 (s, 1H), 8.75 (s, 2H), 7.87 (d, 1H), 7.04 (d, 1H), 4.76 (s, 1H), 4.52 (br, 1H), 3.95 (t, 2H), 3.89 (s, 3H), 3.40 (t, 2H), 2.31 (t, 2H), 2.25 (t, 2H), 2.09 (s, 3H), 1.74 (m, 2H), 1.52 (m, 2H), 1.39 (... Product: ClC=1C=NC=C(C1NC1=CC(NC2=C(C(=CC=C12)OC)OCCCCCCN(C)CCCO)=O)Cl (4-(3,5-Dichloropyridin-4-ylamino)-8-(6-((3-hydroxypropyl)(methyl)amino)hexyloxy)-7-methoxyquinolin-2(1H)-one). RXN SMILES: Cl[CH2:2][CH2:3][CH2:4][CH2:5][CH2:6][CH2:7][O:8][C:9]1[C:10]([O:29][CH3:30])=[CH:11][CH:12]=[C:13]2[C:18]=1[NH:17][C:16](=[O:19])[CH:15]=[C:14]2[NH:20][C:21]1[C:26]([Cl:27])=[CH:25][N:24]=[CH:23][C:22]=1[Cl:28].[CH3:31][NH:32][CH2:33][CH2:34][CH2:35][OH:36]>>[Cl:27][C:26]1[CH:25]=[N:24][CH:23]=[C:22]([Cl:28])[C:21]=1[NH:20][C:14]1[C:13]2[C:18](=[C:9]([O:8][CH2:7][CH2:6][CH2:5][CH2:4][CH2:3][CH2:2][N:32]([CH2:33][CH2:34][CH2:35][OH:36])[CH3:31])[C:10]([O:29][CH3:30])=[CH:11][CH:12]=2)[NH:17][C:16](=[O:19])[CH:15]=1. Reaction SMILES: [CH:1]([CH:3]=[O:4])=[O:2]>O>[CH2:3]([OH:4])[C@H:1]1[O:2][C:1](=[O:2])[C@H:3]([OH:4])[C@@H:1]([OH:2])[C@@H:3]1[OH:4]. The product is C([C@@H]1[C@H]([C@@H]([C@H](C(=O)O1)O)O)O)O (gluconolactone). Run in O (water), O (water). Reactants: C(=O)C=O (glyoxal). Procedure details: Example 3 is repeated, except that the glyoxal solution is added dropwise to the mixture in the course of 4 hours and at the same time the water used as solvent and the water formed in the course of the reaction are distilled off azeotropically. 2.5 hours after the addition of glyoxal solution the total amount of water which has been distilled off is 167 g. 101 g are obtained of a solid product in which gluconolactone is not detectable.